From a dataset of the Open Reaction Database (ORD), a public repository of structured organic reaction records. describe an organic reaction: reactants, conditions, products, and yield The reactants are Cn1c(-c2cccc(OC(F)(F)F)c2)nc(Br)c1C=O, CO. Product: COc1nc(-c2cccc(OC(F)(F)F)c2)n(C)c1C=O. RXN SMILES: [Br:1][c:2]1[c:3]([CH:19]=[O:20])[n:4]([CH3:18])[c:5](-[c:7]2[cH:8][c:9]([O:13][C:14]([F:15])([F:16])[F:17])[cH:10][cH:11][cH:12]2)[n:6]1.[CH3:21][OH:22]>>[c:2]1([O:22][CH3:21])[c:3]([CH:19]=[O:20])[n:4]([CH3:18])[c:5](-[c:7]2[cH:8][c:9]([O:13][C:14]([F:15])([F:16])[F:17])[cH:10][cH:11][cH:12]2)[n:6]1.